This data is from the Open Reaction Database (ORD), a public repository of structured organic reaction records. The task is: describe an organic reaction: reactants, conditions, products, and yield Starting materials: ice, C(C)(=O)OC(C)=O (Acetic anhydride), O=C1OC(C2N1C=1C=CC=CC1C2)CNC(C)=O ((±) N-[(9,9a-dihydro-3-oxo-1H,3H-oxazolo[3,4-a]indol-1-yl)methyl]acetamide), CS(=O)(=O)OS(=O)(=O)C (methanesulfonic anhydride), ice. Run in C(Cl)Cl (methylene chloride), CS(=O)(=O)O (methane sulfonic acid). Reaction conditions: time 3 hour. The product is C(C)(=O)C1=CC=2CC3N(C2C=C1)C(OC3CNC(C)=O)=O (N-[(7-Acetyl-9,9a-dihydro-3-oxo-1H,3H-oxazolo-[3,4-a]indol-1-yl)methyl]acetamide). Reaction SMILES: [C:1](OC(=O)C)(=[O:3])[CH3:2].[O:8]=[C:9]1[N:13]2[C:14]3[CH:15]=[CH:16][CH:17]=[CH:18][C:19]=3[CH2:20][CH:12]2[CH:11]([CH2:21][NH:22][C:23](=[O:25])[CH3:24])[O:10]1.CS(OS(C)(=O)=O)(=O)=O>C(Cl)Cl.CS(O)(=O)=O>[C:1]([C:17]1[CH:16]=[CH:15][C:14]2[N:13]3[C:9](=[O:8])[O:10][CH:11]([CH2:21][NH:22][C:23](=[O:25])[CH3:24])[CH:12]3[CH2:20][C:19]=2[CH:18]=1)(=[O:3])[CH3:2]. Procedure: Acetic anhydride (53 μl) is slowly added to a mixture of (±) N-[(9,9a-dihydro-3-oxo-1H,3H-oxazolo[3,4-a]indol-1-yl)methyl]acetamide (X diastereomer A, EXAMPLE 18, 21 mg), methanesulfonic anhydride (33 mg) in methylene chloride (0.1 ml) and methane sulfonic acid (0.50 ml) at 0°. The temperature is kept below 15° for 3 hr, then allowed to warm slowly to 20°-25° overnight. Then the mixture is added to crushed ice (0.5 ml). After the ice has melted the mixture is extracted with ethyl acetate (4×3 ml... Starting materials: C(C)C=1C=CC(=NC1)CCOC1=CC=C(C=O)C=C1 (4-[2-(5-ethyl-2-pyridyl)ethoxy]benzaldehyde), S1C(NC(C1)=O)=O (2,4-thiazolidinedione), N (ammonia). Solvent: C(C)O (ethanol). The product is crystals, C(C)C=1C=CC(=NC1)CCOC1=CC=C(C=C2C(NC(S2)=O)=O)C=C1 (5-{4-[2-(5-ethyl-2-pyridyl)ethoxy]benzylidene}-2,4-thiazolidinedione). The yield is 57.6%. RXN SMILES: [CH2:1]([C:3]1[CH:4]=[CH:5][C:6]([CH2:9][CH2:10][O:11][C:12]2[CH:19]=[CH:18][C:15]([CH:16]=O)=[CH:14][CH:13]=2)=[N:7][CH:8]=1)[CH3:2].[S:20]1[CH2:24][C:23](=[O:25])[NH:22][C:21]1=[O:26].N>C(O)C>[CH2:1]([C:3]1[CH:4]=[CH:5][C:6]([CH2:9][CH2:10][O:11][C:12]2[CH:19]=[CH:18][C:15]([CH:16]=[C:24]3[S:20][C:21](=[O:26])[NH:22][C:23]3=[O:25])=[CH:14][CH:13]=2)=[N:7][CH:8]=1)[CH3:2]. Reported procedure: A mixture of 4-[2-(5-ethyl-2-pyridyl)ethoxy]benzaldehyde (27 g), ethanol (300 ml), 2,4-thiazolidinedione (33 g) and concentrated aqueous ammonia (14 ml) was heated under reflux for 5 hours. The precipitated crystals were separated. Recrystallization from 1,2-dichloroethane gave 21.6 g (57.6% of crystals of 5-{4-[2-(5-ethyl-2-pyridyl)ethoxy]benzylidene}-2,4-thiazolidinedione. The reactants are C(C1=CC=CC=C1)[C@@H]1N(C(OC1)=O)C(CCC1=CC=CC=C1)=O ((4S)-(-)-4-benzyl-N-(3-phenylpropionyl)-2-oxazolidinone), C(C)(C)NC(C)C (diisopropylamine), C(CCC)[Li] (butyllithium), solution, BrCC(=O)OCC1=CC=CC=C1 (benzyl bromoacetate), [Cl-].[Na+] (sodium chloride). The solvent is O1CCCC1 (tetrahydrofuran), CCCCCC (hexane), O1CCCC1 (tetrahydrofuran), O1CCCC1 (tetrahydrofuran). Run at time 30 minute. The product is C(C1=CC=CC=C1)[C@@H]1N(C(OC1)=O)C([C@@H](CC(=O)OCC1=CC=CC=C1)CC1=CC=CC=C1)=O ((4S)-(-)-4-Benzyl-N-[2(R)-benzyl-3-(benzyloxycarbonyl)-propionyl]-2-oxazolidinone). Isolated yield 69.1%. RXN SMILES: C(NC(C)C)(C)C.C([Li])CCC.[CH2:13]([C@H:20]1[CH2:24][O:23][C:22](=[O:25])[N:21]1[C:26](=[O:35])[CH2:27][CH2:28][C:29]1[CH:34]=[CH:33][CH:32]=[CH:31][CH:30]=1)[C:14]1[CH:19]=[CH:18][CH:17]=[CH:16][CH:15]=1.Br[CH2:37][C:38]([O:40][CH2:41][C:42]1[CH:47]=[CH:46][CH:45]=[CH:44][CH:43]=1)=[O:39].[Cl-].[Na+]>CCCCCC.O1CCCC1>[CH2:13]([C@H:20]1[CH2:24][O:23][C:22](=[O:25])[N:21]1[C:26](=[O:35])[C@H:27]([CH2:28][C:29]1[CH:34]=[CH:33][CH:32]=[CH:31][CH:30]=1)[CH2:37][C:38]([O:40][CH2:41][C:42]1[CH:47]=[CH:46][CH:45]=[CH:44][CH:43]=1)=[O:39])[C:14]1[CH:15]=[CH:16][CH:17]=[CH:18][CH:19]=1 |f:4.5|. Procedure details: 2.91 ml (20.8 mmole) of diisopropylamine and 13.40 ml (21.4 mmole) of butyllithium (as a 1.6M solution in hexane) were added, at -78° C. and under an atmosphere of nitrogen, to 50 ml of anhydrous tetrahydrofuran, and the mixture was stirred for 30 minutes. A solution of 5.35 g (17.3 mmole) of (4S)-(-)-4-benzyl-N-(3-phenylpropionyl)-2-oxazolidinone in 20 ml of anhydrous tetrahydrofuran was added to the resulting mixture, and then the mixture was stirred at the same temperature for 1 hour. At the ... The reactants are C(C)OC(COC1=CC2=C(SC(=C2)C2CCCCC2)C(=C1Cl)Cl)=O (ethyl[(6,7-dichloro-2-cyclohexylbenzo[b]thien-5-yl)oxy]acetate), [OH-].[Na+] (sodium hydroxide). The solvent is C(C)O (ethanol). Conditions: time 2 hour. Yields the product ClC=1C(=CC2=C(SC(=C2)C2CCCCC2)C1Cl)OCC(=O)O ([(6,7-dichloro-2-cyclohexylbenzo[b]thien-5-yl)oxy]acetic acid). The yield is 82.2%. As a reaction SMILES: C([O:3][C:4](=[O:24])[CH2:5][O:6][C:7]1[C:21]([Cl:22])=[C:20]([Cl:23])[C:10]2[S:11][C:12]([CH:14]3[CH2:19][CH2:18][CH2:17][CH2:16][CH2:15]3)=[CH:13][C:9]=2[CH:8]=1)C.[OH-].[Na+]>C(O)C>[Cl:22][C:21]1[C:7]([O:6][CH2:5][C:4]([OH:24])=[O:3])=[CH:8][C:9]2[CH:13]=[C:12]([CH:14]3[CH2:15][CH2:16][CH2:17][CH2:18][CH2:19]3)[S:11][C:10]=2[C:20]=1[Cl:23] |f:1.2|. Procedure details: A mixture of 11.8 g of ethyl[(6,7-dichloro-2-cyclohexylbenzo[b]thien-5-yl)oxy]acetate, 250 ml of 20% sodium hydroxide and 250 ml of 95% ethanol is refluxed for 2 hrs. and allowed to cool. The solvent is removed. The residue is stirred in 350 ml of 6N hydrochloric acid for 2 hrs. The mixture is filtered and the solid is air-dried, taken up in ether and redried over anhydrous magnesium sulfate and filtered. Recrystallization of the residue from acetone-hexane gives 9.0 g of [(6,7-dichloro-2-cycloh... As a reaction SMILES: [I:1][c:2]1[cH:3][cH:4][c:5]([C:6](=[O:7])[OH:8])[cH:9][cH:10]1.[N+:11](=[N-:12])=[CH2:13].[O:14]1[CH2:15][CH2:16][CH2:17][CH2:18]1>>[I:1][c:2]1[cH:3][cH:4][c:5]([C:6]([O:7][CH3:13])=[O:8])[cH:9][cH:10]1. The reactants are O=C(O)c1ccc(I)cc1, C=[N+]=[N-], C1CCOC1. Product: COC(=O)c1ccc(I)cc1. The reactants are [OH-].[Na+] (NaOH), OC1=C2C(=NC(=N1)NC(C(C)C)=O)NN=C2CC(C(CC(=O)OC)CCNC(C2=CC=CC=C2)(C2=CC=CC=C2)C2=CC=C(C=C2)OC)=O (Methyl 5-[4-hydroxy-6-(2-methylpropanoylamino)pyrazolo[5,4-d]pyrimidinyl]-3-(2-{[(4-methoxyphenyl)diphenylmethyl]amino}ethyl)-4-oxopentanoate), O1CCOCC1 (dioxane), OS(=O)(=O)[O-].[K+] (KHSO4). Reaction conditions: temperature 0 celsius. Yields the product OC1=C2C(=NC(=N1)NC(C(C)C)=O)NN=C2CC(C(CC(=O)O)CCN=C(C2=C(C=CC=C2)C2=CC=C(C=C2)OC)C2=CC=CC=C2)=O (5-[4hydroxy-6-(2-methylpropanoylamino)pyrazolo[5,4-d]pyrimidinyl]-3-(2-{[(4-methoxyphenyl)diphenylmethlyl]amino}ethyl)4-oxopentanoic acid). RXN SMILES: [OH:1][C:2]1[N:7]=[C:6]([NH:8][C:9](=[O:13])[CH:10]([CH3:12])[CH3:11])[N:5]=[C:4]2[NH:14][N:15]=[C:16]([CH2:17][C:18](=[O:49])[CH:19]([CH2:25][CH2:26][NH:27][C:28](C3C=CC(OC)=CC=3)([C:35]3[CH:40]=[CH:39][CH:38]=[CH:37][CH:36]=3)[C:29]3[CH:34]=[CH:33][CH:32]=[CH:31][CH:30]=3)[CH2:20][C:21]([O:23]C)=[O:22])[C:3]=12.[OH-].[Na+].OS([O-])(=O)=O.[K+].O1[CH2:63][CH2:62][O:61][CH2:60]C1>>[OH:1][C:2]1[N:7]=[C:6]([NH:8][C:9](=[O:13])[CH:10]([CH3:11])[CH3:12])[N:5]=[C:4]2[NH:14][N:15]=[C:16]([CH2:17][C:18](=[O:49])[CH:19]([CH2:25][CH2:26][N:27]=[C:28]([C:29]3[CH:30]=[CH:31][CH:32]=[CH:33][CH:34]=3)[C:35]3[CH:40]=[CH:39][CH:38]=[CH:37][C:36]=3[C:3]3[CH:2]=[CH:63][C:62]([O:61][CH3:60])=[CH:17][CH:16]=3)[CH2:20][C:21]([OH:23])=[O:22])[C:3]=12 |f:1.2,3.4|. Procedure details: Compound 19 (1.33 g; 2 mmole) is dissolved in 10 ml dioxane. This solution is cooled to 0° C. and 1 M aqueous NaOH (8.66 ml) is added drop-wise in 5 aliquots over 2.5 hours. After an additional 2 hours at room temperature the solution is adjusted to pH 5 by drop-wise addition of 2 M KHSO4. Precipitated salts are filtered off and washed with dioxane, and the combined filtrates are evaporated. The residue is co-evaporated with ethanol and methanol/CH2Cl2, then purified by silica gel chromatography... Starting materials: FC1=CC=C(CNC(=O)C2(C3=CC=CC=C3C=3C=CC=CC23)CCCCBr)C=C1 (9-(4-bromo-butyl)-9H-fluorene-9-carboxylic acid-4-fluoro-benzylamide), ClC1=C2C=CC(=NC2=CC=C1)N1C[C@H](N[C@H](C1)C)C (5-chloro-2-(cis-3,5-dimethyl-piperazin-1-yl)-quinoline). Yields the product FC1=CC=C(CNC(=O)C2(C3=CC=CC=C3C=3C=CC=CC23)CCCCN2[C@H](CN(C[C@H]2C)C2=NC3=CC=CC(=C3C=C2)Cl)C)C=C1 (9-{4-[4-(5-chloro-quinolin-2-yl)-cis-2,6-dimethyl-piperazin-1-yl]-butyl}-9H-fluorene-9-carboxylic acid-4-fluoro-benzylamide). As a reaction SMILES: [F:1][C:2]1[CH:29]=[CH:28][C:5]([CH2:6][NH:7][C:8]([C:10]2([CH2:23][CH2:24][CH2:25][CH2:26]Br)[C:22]3[CH:21]=[CH:20][CH:19]=[CH:18][C:17]=3[C:16]3[C:11]2=[CH:12][CH:13]=[CH:14][CH:15]=3)=[O:9])=[CH:4][CH:3]=1.[Cl:30][C:31]1[CH:40]=[CH:39][CH:38]=[C:37]2[C:32]=1[CH:33]=[CH:34][C:35]([N:41]1[CH2:46][C@H:45]([CH3:47])[NH:44][C@H:43]([CH3:48])[CH2:42]1)=[N:36]2>>[F:1][C:2]1[CH:29]=[CH:28][C:5]([CH2:6][NH:7][C:8]([C:10]2([CH2:23][CH2:24][CH2:25][CH2:26][N:44]3[C@H:45]([CH3:47])[CH2:46][N:41]([C:35]4[CH:34]=[CH:33][C:32]5[C:37](=[CH:38][CH:39]=[CH:40][C:31]=5[Cl:30])[N:36]=4)[CH2:42][C@@H:43]3[CH3:48])[C:22]3[CH:21]=[CH:20][CH:19]=[CH:18][C:17]=3[C:16]3[C:11]2=[CH:12][CH:13]=[CH:14][CH:15]=3)=[O:9])=[CH:4][CH:3]=1. Procedure details: Prepared analogously to Example 1 from 9-(4-bromo-butyl)-9H-fluorene-9-carboxylic acid-4-fluoro-benzylamide and 5-chloro-2-(cis-3,5-dimethyl-piperazin-1-yl)-quinoline. RXN SMILES: [CH2:1]([N:8]1[C:16]2[C:15](=[O:17])[NH:14][C:13](=[O:18])[N:12]([CH3:19])[C:11]=2[N:10]=[CH:9]1)[C:2]1[CH:7]=[CH:6][CH:5]=[CH:4][CH:3]=1.[H-].[Na+].[C:22]([O:25][C@@H:26]([CH3:32])[CH2:27][CH2:28][CH2:29][CH2:30]Br)(=[O:24])[CH3:23]>CS(C)=O>[C:22]([O:25][C@@H:26]([CH3:32])[CH2:27][CH2:28][CH2:29][CH2:30][N:14]1[C:15](=[O:17])[C:16]2[N:8]([CH2:1][C:2]3[CH:7]=[CH:6][CH:5]=[CH:4][CH:3]=3)[CH:9]=[N:10][C:11]=2[N:12]([CH3:19])[C:13]1=[O:18])(=[O:24])[CH3:23] |f:1.2|. The yield is 87.8%. Run in CS(=O)C (dimethyl sulfoxide). Product: C(C)(=O)O[C@H](CCCCN1C(=O)N(C=2N=CN(C2C1=O)CC1=CC=CC=C1)C)C ((S)-1-(5-acetoxyhexyl)-7-benzyl-3-methylxanthine). Reaction conditions: time 30 minute. Reactants: [H-].[Na+] (sodium hydride), C(C1=CC=CC=C1)N1C=NC=2N(C(NC(C12)=O)=O)C (7-benzyl-3-methylxanthine), C(C)(=O)O[C@H](CCCCBr)C ((S)-5-acetoxy-1-bromohexane). Procedure: To a stirring suspension of 7-benzyl-3-methylxanthine (0.512 g, 2 mmol) in dimethyl sulfoxide (10 ml) was added 95% sodium hydride (50.5 mg, 2.0 mmol) in one portion. After stirring for 30 minutes, (S)-5-acetoxy-1-bromohexane (0.490 g, 2.2 mmol) was added neat. After stirring at room temperature for 12 hours, the reaction was quenched by addition of water (50 ml) and extracted with ethyl acetate (3x 50 ml). The combined extracts were washed with saturated aqueous sodium bicarbonate solution (50 ...